This data is from the Open Reaction Database (ORD), a public repository of structured organic reaction records. The task is: describe an organic reaction: reactants, conditions, products, and yield Reactants: O=C(NC(Cc1cccnc1)C(=O)O)OCc1ccccc1, CCN(C(C)C)C(C)C, CC(C)COC(=O)Cl, N, C1CCOC1. The product is NC(=O)C(Cc1cccnc1)NC(=O)OCc1ccccc1. RXN SMILES: [CH2:1]([c:2]1[cH:3][cH:4][cH:5][cH:6][cH:7]1)[O:8][C:9](=[O:10])[NH:11][CH:12]([C:13](=[O:14])[OH:15])[CH2:16][c:17]1[cH:18][n:19][cH:20][cH:21][cH:22]1.[CH2:23]([N:25]([CH:24]([CH3:26])[CH3:27])[CH:28]([CH3:29])[CH3:30])[CH3:31].[Cl:32][C:33]([O:34][CH2:35][CH:36]([CH3:37])[CH3:38])=[O:39].[NH3:40].[O:41]1[CH2:42][CH2:43][CH2:44][CH2:45]1>>[CH2:1]([c:2]1[cH:3][cH:4][cH:5][cH:6][cH:7]1)[O:8][C:9](=[O:10])[NH:11][CH:12]([C:13](=[O:14])[NH2:25])[CH2:16][c:17]1[cH:18][n:19][cH:20][cH:21][cH:22]1. Reactants: CC(=O)c1cc2cccc(OCC(O)CNC3CCc4ccccc4C3)c2o1, CCO, Cl. The product is NC1CCc2ccccc2C1. RXN SMILES: [CH2:2]1[CH:3]([NH:12][CH2:13][CH:14]([OH:15])[CH2:16][O:17][c:18]2[c:19]3[o:20][c:21]([C:22](=[O:23])[CH3:24])[cH:25][c:26]3[cH:27][cH:28][cH:29]2)[CH2:4][CH2:5][c:6]2[cH:7][cH:8][cH:9][cH:10][c:11]21.[CH3:30][CH2:31][OH:32].[ClH:1]>>[CH2:2]1[CH:3]([NH2:12])[CH2:4][CH2:5][c:6]2[cH:7][cH:8][cH:9][cH:10][c:11]21. Starting materials: compound 34, NC1=C(OCCCC(=O)OCC)C=CC=C1 (ethyl 4-(2-aminophenoxy)butyrate), FC(C1=CC=C(CN2C=CC3=CC(=CC=C23)/C(=C/C(=O)O)/C)C=C1)(F)F (3-[1-(4-trifluoromethylbenzyl)indol-5-yl]isocrotonic acid). The product is FC(C1=CC=C(CN2C=CC3=CC(=CC=C23)/C(=C/C(=O)NC2=C(OCCCC(=O)O)C=CC=C2)/C)C=C1)(F)F (4-{2-[3-[1-(4-trifluoromethylbenzyl)indol-5-yl]isocrotonoylamino]phenoxy}butyric acid). As a reaction SMILES: [NH2:1][C:2]1[CH:16]=[CH:15][CH:14]=[CH:13][C:3]=1[O:4][CH2:5][CH2:6][CH2:7][C:8]([O:10]CC)=[O:9].[F:17][C:18]([F:42])([F:41])[C:19]1[CH:40]=[CH:39][C:22]([CH2:23][N:24]2[C:32]3[C:27](=[CH:28][C:29](/[C:33](/[CH3:38])=[CH:34]/[C:35](O)=[O:36])=[CH:30][CH:31]=3)[CH:26]=[CH:25]2)=[CH:21][CH:20]=1>>[F:41][C:18]([F:17])([F:42])[C:19]1[CH:20]=[CH:21][C:22]([CH2:23][N:24]2[C:32]3[C:27](=[CH:28][C:29](/[C:33](/[CH3:38])=[CH:34]/[C:35]([NH:1][C:2]4[CH:16]=[CH:15][CH:14]=[CH:13][C:3]=4[O:4][CH2:5][CH2:6][CH2:7][C:8]([OH:10])=[O:9])=[O:36])=[CH:30][CH:31]=3)[CH:26]=[CH:25]2)=[CH:39][CH:40]=1. Procedure details: 267 mg of compound 34 was obtained in a similar manner to those described in the Examples 1 and 2 using 563 mg of ethyl 4-(2-aminophenoxy)butyrate and 451 mg of 3-[1-(4-trifluoromethylbenzyl)indol-5-yl]isocrotonic acid obtained according to the procedures described in the Reference Examples 1-4. Conditions: temperature 50 celsius, time 20 hour. Yield: 70.0%. Reactants: C(CC)C1=CC=C(C=C1)CCC1=CC=C(C=C1)[Mg]Br (4-(2-(4-n-propylphenyl)ethyl)phenyl magnesium bromide), ClC1=C(C=C(C=C1)[C@@H]1CC[Si@H](CC1)CCC)F (trans-4-(4-chloro-3-fluorophenyl) -1-n-propyl-1-silacyclohexane). Reaction SMILES: [CH2:1]([C:4]1[CH:9]=[CH:8][C:7]([CH2:10][CH2:11][C:12]2[CH:17]=[CH:16][C:15]([Mg]Br)=[CH:14][CH:13]=2)=[CH:6][CH:5]=1)[CH2:2][CH3:3].Cl[C:21]1[CH:26]=[CH:25][C:24]([C@H:27]2[CH2:32][CH2:31][Si@H:30]([CH2:33][CH2:34][CH3:35])[CH2:29][CH2:28]2)=[CH:23][C:22]=1[F:36]>[Ni](Cl)Cl.C1(P(C2C=CC=CC=2)CCCP(C2C=CC=CC=2)C2C=CC=CC=2)C=CC=CC=1.O1CCCC1>[CH2:33]([Si@H:30]1[CH2:31][CH2:32][C@H:27]([C:24]2[CH:25]=[CH:26][C:21]([C:15]3[CH:16]=[CH:17][C:12]([CH2:11][CH2:10][C:7]4[CH:8]=[CH:9][C:4]([CH2:1][CH2:2][CH3:3])=[CH:5][CH:6]=4)=[CH:13][CH:14]=3)=[C:22]([F:36])[CH:23]=2)[CH2:28][CH2:29]1)[CH2:34][CH3:35] |f:2.3|. The solvent is O1CCCC1 (tetrahydrofuran), O1CCCC1 (tetrahydrofuran). Reagents/catalysts: [Ni](Cl)Cl.C1(=CC=CC=C1)P(CCCP(C1=CC=CC=C1)C1=CC=CC=C1)C1=CC=CC=C1 (1,3-bis(diphenylphosphino)propane nickel (II) chloride). Reported procedure: An 22-ml tetrahydrofuran solution of 1.05M 4-(2-(4-n-propylphenyl)ethyl)phenyl magnesium bromide was dripped into a mixture of 5.44 g of trans-4-(4-chloro-3-fluorophenyl) -1-n-propyl-1-silacyclohexane, 80 mg of 1,3-bis(diphenylphosphino)propane nickel (II) chloride and 30 ml of tetrahydrofuran, and the resulting mixture was stirred for 20 hours at 50° C. After a conventional after treatment, the reaction mixture was purified by means of silica-gel chromatography to obtain 6.42 g (yield 70%) of t... Product: C(CC)[Si@@H]1CC[C@H](CC1)C1=CC(=C(C=C1)C1=CC=C(C=C1)CCC1=CC=C(C=C1)CCC)F (trans-4-(4-n-propyl-4-silacyclohexyl)-2-fluoro--4'-(2-(4-n-propylphenyl)ethyl)biphenyl). Reactants: C(C1=CC=CC=C1)N1N=C(C(=C1Br)[N+](=O)[O-])Br (1-benzyl -3,5-dibromo-4-nitropyrazole), solution, CN (methylamine). Run in O (water). Product: C(C1=CC=CC=C1)N1N=C(C(=C1NC)[N+](=O)[O-])Br (1-benzyl-3-bromo-5-methylamino-4-nitropyrazole). The yield is 87.0%. RXN SMILES: [CH2:1]([N:8]1[C:12](Br)=[C:11]([N+:14]([O-:16])=[O:15])[C:10]([Br:17])=[N:9]1)[C:2]1[CH:7]=[CH:6][CH:5]=[CH:4][CH:3]=1.[CH3:18][NH2:19]>O>[CH2:1]([N:8]1[C:12]([NH:19][CH3:18])=[C:11]([N+:14]([O-:16])=[O:15])[C:10]([Br:17])=[N:9]1)[C:2]1[CH:7]=[CH:6][CH:5]=[CH:4][CH:3]=1. Procedure details: 3.61 g (10 mmoles) of 1-benzyl -3,5-dibromo-4-nitropyrazole are heated in 100 ml of a 35-percent solution of methylamine in water for 4 hours at 60° C. After cooling, the separated precipitate is collected by filtration and recrystallized once from ethanol. 2.7 g (87 percent of theory) of 1-benzyl-3-bromo-5-methylamino-4-nitropyrazole are obtained in the form of colorless crystals with a melting point of 116° C. Starting materials: COC(=O)c1sccc1S(=O)(=O)N=C=O, Cc1cc(OC(F)F)nc(N)n1, C1CCOC1. Product: COC(=O)c1sccc1S(=O)(=O)NC(=O)Nc1nc(C)cc(OC(F)F)n1. As a reaction SMILES: [CH3:1][O:2][C:3](=[O:4])[c:5]1[s:6][cH:7][cH:8][c:9]1[S:10](=[O:11])(=[O:12])[N:13]=[C:14]=[O:15].[NH2:16][c:17]1[n:18][c:19]([CH3:27])[cH:20][c:21]([O:23][CH:24]([F:25])[F:26])[n:22]1.[O:28]1[CH2:29][CH2:30][CH2:31][CH2:32]1>>[CH3:1][O:2][C:3](=[O:4])[c:5]1[s:6][cH:7][cH:8][c:9]1[S:10](=[O:11])(=[O:12])[NH:13][C:14](=[O:15])[NH:16][c:17]1[n:18][c:19]([CH3:27])[cH:20][c:21]([O:23][CH:24]([F:25])[F:26])[n:22]1.